From a dataset of the Open Reaction Database (ORD), a public repository of structured organic reaction records. describe an organic reaction: reactants, conditions, products, and yield Starting materials: OC1=CC=CC=2NN=NC21 (hydroxybenzotriazole), C(C)N1CCOCC1 (N-ethylmorpholine), C1(CCCCC1)N=C=NC1CCCCC1 (dicyclohexylcarbodiimide), N[C@@H](CC(N)=O)C(=O)N[C@H]([C@@H](CN1C[C@H]2CCCC[C@H]2C[C@H]1C(=O)NC(C)(C)C)O)CC1=CC=CC=C1 (2-[3(S)-[(L-asparaginyl)amino]-2(R)-hydroxy-4-phenylbutyl]-N-tert.butyl-decahydro(4aS,8aS)-isoquinoline-3(S)-carboxamide), C(C1=NC2=CC=CC=C2C=C1)(=O)O (quinaldic acid), ice. Run in C(C)(=O)OCC (ethyl acetate), O1CCCC1 (tetrahydrofuran). Run at time 64 hour. Product: C(C)(C)(C)NC(=O)[C@H]1N(C[C@H]2CCCC[C@H]2C1)C[C@H]([C@H](CC1=CC=CC=C1)NC([C@@H](NC(=O)C1=NC2=CC=CC=C2C=C1)CC(N)=O)=O)O (N-tert.butyl-decahydro-2-[2(R)-hydroxy-4-phenyl-3(S)-[[N-(2-quinolylcarbonyl)-L-asparaginyl]amino]butyl]-(4aS,8aS)-isoquinoline-3(S)-carboxamide). The yield is 25.0%. Reaction SMILES: [NH2:1][C@H:2]([C:7]([NH:9][C@@H:10]([CH2:31][C:32]1[CH:37]=[CH:36][CH:35]=[CH:34][CH:33]=1)[C@H:11]([OH:30])[CH2:12][N:13]1[C@H:22]([C:23]([NH:25][C:26]([CH3:29])([CH3:28])[CH3:27])=[O:24])[CH2:21][C@H:20]2[C@H:15]([CH2:16][CH2:17][CH2:18][CH2:19]2)[CH2:14]1)=[O:8])[CH2:3][C:4](=[O:6])[NH2:5].[C:38](O)(=[O:49])[C:39]1[CH:48]=[CH:47][C:46]2[C:41](=[CH:42][CH:43]=[CH:44][CH:45]=2)[N:40]=1.OC1C2N=NNC=2C=CC=1.C(N1CCOCC1)C.C1(N=C=NC2CCCCC2)CCCCC1>O1CCCC1.C(OCC)(=O)C>[C:26]([NH:25][C:23]([C@@H:22]1[CH2:21][C@H:20]2[C@H:15]([CH2:16][CH2:17][CH2:18][CH2:19]2)[CH2:14][N:13]1[CH2:12][C@@H:11]([OH:30])[C@@H:10]([NH:9][C:7](=[O:8])[C@H:2]([CH2:3][C:4](=[O:6])[NH2:5])[NH:1][C:38]([C:39]1[CH:48]=[CH:47][C:46]2[C:41](=[CH:42][CH:43]=[CH:44][CH:45]=2)[N:40]=1)=[O:49])[CH2:31][C:32]1[CH:37]=[CH:36][CH:35]=[CH:34][CH:33]=1)=[O:24])([CH3:28])([CH3:29])[CH3:27]. Procedure: A solution of 154 mg of 2-[3(S)-[(L-asparaginyl)amino]-2(R)-hydroxy-4-phenylbutyl]-N-tert.butyl-decahydro(4aS,8aS)-isoquinoline-3(S)-carboxamide and 52 mg of quinaldic acid in 6 ml of dry tetrahydrofuran was cooled in an ice/salt mixture. 41 mg of hydroxybenzotriazole, 35 mg of N-ethylmorpholine and 68 mg of dicyclohexylcarbodiimide were added and the mixture was stirred for 64 hours. The mixture was diluted with ethyl acetate and filtered. The filtrate was washed with aqueous sodium bicarbonate... Reactants: O=C1CCC(=O)N1Br, ClCCl, CC(C)n1cc(-c2ncc(N)nc2-c2ccccc2)ccc1=O, CN(C)C=O, O. Yields the product CC(C)n1cc(-c2nc(Br)c(N)nc2-c2ccccc2)ccc1=O. As a reaction SMILES: [Br:1][N:2]1[C:3](=[O:4])[CH2:5][CH2:6][C:7]1=[O:8].[Cl:33][CH2:34][Cl:35].[NH2:9][c:10]1[n:11][c:12](-[c:26]2[cH:27][cH:28][cH:29][cH:30][cH:31]2)[c:13](-[c:16]2[cH:17][cH:18][c:19](=[O:25])[n:20]([CH:22]([CH3:23])[CH3:24])[cH:21]2)[n:14][cH:15]1.[O:36]=[CH:37][N:38]([CH3:39])[CH3:40].[OH2:32]>>[Br:1][c:15]1[c:10]([NH2:9])[n:11][c:12](-[c:26]2[cH:27][cH:28][cH:29][cH:30][cH:31]2)[c:13](-[c:16]2[cH:17][cH:18][c:19](=[O:25])[n:20]([CH:22]([CH3:23])[CH3:24])[cH:21]2)[n:14]1. Reactants: Cl, CC(C)(C)OC(=O)N1CCCC1C(=O)Nc1ccc(N2CCOCC2=O)cc1, C1COCCO1. The product is Cl, O=C(Nc1ccc(N2CCOCC2=O)cc1)C1CCCN1. Reaction SMILES: [ClH:1].[O:2]=[C:3]1[CH2:4][O:5][CH2:6][CH2:7][N:8]1[c:9]1[cH:10][cH:11][c:12]([NH:15][C:16](=[O:17])[CH:18]2[N:19]([C:23]([O:24][C:25]([CH3:26])([CH3:27])[CH3:28])=[O:29])[CH2:20][CH2:21][CH2:22]2)[cH:13][cH:14]1.[O:30]1[CH2:31][CH2:32][O:33][CH2:34][CH2:35]1>>[ClH:1].[O:2]=[C:3]1[CH2:4][O:5][CH2:6][CH2:7][N:8]1[c:9]1[cH:10][cH:11][c:12]([NH:15][C:16](=[O:17])[CH:18]2[NH:19][CH2:20][CH2:21][CH2:22]2)[cH:13][cH:14]1. The reactants are FC=1C=C2CCN(C2=CC1)C(=O)C1=CC(=NC(=C1)OC)N1CCC(CC1)N1C(NC2=NC=CC=C21)=O (1-[4′-(5-fluoro-2,3-dihydroindole-1-carbonyl)-6′-methoxy-3,4,5,6-tetrahydro-2H-[1,2′]bipyridinyl-4-yl]-1,3-dihydroimidazo[4,5-b]pyridin-2-one), Cl.N1=CC=CC=C1 (pyridine hydrochloride). Solvent: CN(C)C=O (DMF). Reaction conditions: time 7 minute. Yields the product FC=1C=C2CCN(C2=CC1)C(=O)C=1C=C(NC(C1)=O)N1CCC(CC1)N1C(NC2=NC=CC=C21)=O (4′-(5-fluoro-2,3-dihydroindole-1-carbonyl)-4-(2-oxo-2,3-dihydroimidazo[4,5-b]pyridin-1-yl)-3,4,5,6-tetrahydro-2H,1′H-[1,2′]bipyridinyl-6′-one). RXN SMILES: [F:1][C:2]1[CH:3]=[C:4]2[C:8](=[CH:9][CH:10]=1)[N:7]([C:11]([C:13]1[CH:18]=[C:17]([O:19]C)[N:16]=[C:15]([N:21]3[CH2:26][CH2:25][CH:24]([N:27]4[C:35]5[C:30](=[N:31][CH:32]=[CH:33][CH:34]=5)[NH:29][C:28]4=[O:36])[CH2:23][CH2:22]3)[CH:14]=1)=[O:12])[CH2:6][CH2:5]2.Cl.N1C=CC=CC=1>CN(C=O)C>[F:1][C:2]1[CH:3]=[C:4]2[C:8](=[CH:9][CH:10]=1)[N:7]([C:11]([C:13]1[CH:14]=[C:15]([N:21]3[CH2:26][CH2:25][CH:24]([N:27]4[C:35]5[C:30](=[N:31][CH:32]=[CH:33][CH:34]=5)[NH:29][C:28]4=[O:36])[CH2:23][CH2:22]3)[NH:16][C:17](=[O:19])[CH:18]=1)=[O:12])[CH2:6][CH2:5]2 |f:1.2|. Procedure details: A well stirred mixture of 20 mg (0.041 mmol) 1-[4′-(5-fluoro-2,3-dihydroindole-1-carbonyl)-6′-methoxy-3,4,5,6-tetrahydro-2H-[1,2′]bipyridinyl-4-yl]-1,3-dihydroimidazo[4,5-b]pyridin-2-one and 100 mg (0.865 mmol) pyridine hydrochloride was kept in a melt for 7 min using a hot air blower. After the reaction mixture had cooled it was dissolved in DMF and purified by preparative HPLC. The fractions containing the product were combined and lyophilised. Reactants: C(C)(C)(C)N=NC(C)(C)CC(C)(C)C (tert-butyl tert-octyldiazene), C(C)(C)(C)NS(=O)(=O)NC(C)(C)CC(C)(C)C (N-tert-butyl-N'-tert-octylsulfamide), [H-].[Na+] (sodium hydride), tert-butyl tert-2,2,4,6,6-pentamethyl-4-heptyldiazene, S(=O)(=O)(N)N (sulfamide), ClOC(C)(C)C (tert-butyl hypochlorite), azo. The product is C(C)(C)(C)NS(=O)(=O)NC12CC3CC(CC(C1)C3)C2 (N-tert-Butyl-N'-(adamant-1-y1 ) sulfamide). Yield: 45.0%. RXN SMILES: [C:1]([NH:5][S:6]([NH:9][C:10]([CH2:13][C:14]([CH3:17])([CH3:16])C)([CH3:12])[CH3:11])(=[O:8])=[O:7])([CH3:4])([CH3:3])[CH3:2].S(N)(N)(=O)=O.ClO[C:25](C)([CH3:27])[CH3:26].[H-].[Na+].C(N=NC(CC(C)(C)C)(C)C)(C)(C)C>>[C:1]([NH:5][S:6]([NH:9][C:10]12[CH2:11][CH:26]3[CH2:25][CH:27]([CH2:16][CH:14]([CH2:17]3)[CH2:13]1)[CH2:12]2)(=[O:7])=[O:8])([CH3:2])([CH3:3])[CH3:4] |f:3.4|. Procedure details: Treatment of tertiary alcohols with chlorosulfonyl isocyanate gives monoalkyl sulfamyl chlorides (J. B. Hendrickson and J. Joffe, J. Am Chem. Soc., 95, 4084, 1973). Timberlake used this method to synthesize N-tert-butyl-N'-tert-octylsulfamide in 44% yield (J. W. Timberlake, M. L. Hodges and A. W. Garner, Tetrahedron Lett., 3843, 1973 and J. W. Timberlake, J. Alender, A. W. Garner, M. L. Hodges, C. Ozmeral and S. Szilagyi, J. Org. Chem., 46, 20282, 1981). The sulfamide was oxidized with tert-buty... Starting materials: Cl (hydrochloric acid), C(C)(C)(C)OC(=O)N[C@@H](C[C@H](CNC(C1=C(C=CC=C1)OCCCOC)=O)C(C)C)[C@H](C[C@@H](C(C)C)C(NCCCC)=O)O ((2S,4S,5S,7S)-N-[4-(tert-butoxycarbonyl)amino-7-butylcarbamoyl-5-hydroxy-2-isopropyl-8-methyl-nonyl]-2-(3-methoxypropoxy)-benzamide). Solvent: O1CCOCC1 (dioxane). Reaction conditions: temperature 0 celsius, time 2 hour. Yields the product Cl.N[C@@H](C[C@H](CNC(C1=C(C=CC=C1)OCCCOC)=O)C(C)C)[C@H](C[C@@H](C(C)C)C(NCCCC)=O)O ((2S,4S,5S,7S)-N-(4-amino-7-butylcarbamoyl-5-hydroxy-2-isopropyl-8-methyl-nonyl)-2-(3-methoxypropoxy)-benzamide hydrochloride). As a reaction SMILES: [ClH:1].C(OC([NH:9][C@H:10]([C@@H:32]([OH:45])[CH2:33][C@H:34]([C:38](=[O:44])[NH:39][CH2:40][CH2:41][CH2:42][CH3:43])[CH:35]([CH3:37])[CH3:36])[CH2:11][C@@H:12]([CH:29]([CH3:31])[CH3:30])[CH2:13][NH:14][C:15](=[O:28])[C:16]1[CH:21]=[CH:20][CH:19]=[CH:18][C:17]=1[O:22][CH2:23][CH2:24][CH2:25][O:26][CH3:27])=O)(C)(C)C>O1CCOCC1>[ClH:1].[NH2:9][C@H:10]([C@@H:32]([OH:45])[CH2:33][C@H:34]([C:38](=[O:44])[NH:39][CH2:40][CH2:41][CH2:42][CH3:43])[CH:35]([CH3:37])[CH3:36])[CH2:11][C@@H:12]([CH:29]([CH3:31])[CH3:30])[CH2:13][NH:14][C:15](=[O:28])[C:16]1[CH:21]=[CH:20][CH:19]=[CH:18][C:17]=1[O:22][CH2:23][CH2:24][CH2:25][O:26][CH3:27] |f:3.4|. Reported procedure: A 4N hydrochloric acid solution in dioxane (2 ml) is added at 0° C. to (2S,4S,5S,7S)-N-[4-(tert-butoxycarbonyl)amino-7-butylcarbamoyl-5-hydroxy-2-isopropyl-8-methyl-nonyl]-2-(3-methoxypropoxy)-benzamide (50 mg). The reaction mixture is stirred at 0° C. for 2 hours (TLC monitoring) and then the solvent is immediately concentrated under a high vacuum with vigorous stirring until frozen and is subsequently removed by lyophilisation. After drying under a high vacuum, (2S,4S,5S,7S)-N-(4-amino-7-butyl...